Dataset: the Open Reaction Database (ORD), a public repository of structured organic reaction records. Task: describe an organic reaction: reactants, conditions, products, and yield The reactants are CCOCC (ether), C(C1=CC=CC=C1)OC=1C=C(C(=O)O)C=CC1OCC1=CC=CC=C1 (3,4-dibenzyloxybenzoic acid), C(C1=CC=CC=C1)OC=1C=C(C(=O)Cl)C=CC1OCC1=CC=CC=C1 (3,4-dibenzyloxybenzoic acid chloride). The solvent is ice water, N1=CC=CC=C1 (pyridine). Run at time 24 hour. The product is C(C1=CC=CC=C1)OC=1C=C(C(=O)OC(C2=CC(=C(C=C2)OCC2=CC=CC=C2)OCC2=CC=CC=C2)=O)C=CC1OCC1=CC=CC=C1 (3,4-dibenzyloxybenzoic acid anhydride). Reaction SMILES: CCOCC.[CH2:6]([O:13][C:14]1[CH:15]=[C:16]([CH:20]=[CH:21][C:22]=1[O:23][CH2:24][C:25]1[CH:30]=[CH:29][CH:28]=[CH:27][CH:26]=1)[C:17]([OH:19])=[O:18])[C:7]1[CH:12]=[CH:11][CH:10]=[CH:9][CH:8]=1.[CH2:31]([O:38][C:39]1[CH:40]=[C:41]([CH:45]=[CH:46][C:47]=1[O:48][CH2:49][C:50]1[CH:55]=[CH:54][CH:53]=[CH:52][CH:51]=1)[C:42](Cl)=[O:43])[C:32]1[CH:37]=[CH:36][CH:35]=[CH:34][CH:33]=1>N1C=CC=CC=1>[CH2:31]([O:38][C:39]1[CH:40]=[C:41]([CH:45]=[CH:46][C:47]=1[O:48][CH2:49][C:50]1[CH:55]=[CH:54][CH:53]=[CH:52][CH:51]=1)[C:42]([O:18][C:17](=[O:19])[C:16]1[CH:20]=[CH:21][C:22]([O:23][CH2:24][C:25]2[CH:30]=[CH:29][CH:28]=[CH:27][CH:26]=2)=[C:14]([O:13][CH2:6][C:7]2[CH:8]=[CH:9][CH:10]=[CH:11][CH:12]=2)[CH:15]=1)=[O:43])[C:32]1[CH:33]=[CH:34][CH:35]=[CH:36][CH:37]=1. Procedure: The mixture consisting of 1.5 liter of anhydrous ether, 290 cc of pyridine, 100.2 g of 3,4-dibenzyloxybenzoic acid and 105.7 g of 3,4-dibenzyloxybenzoic acid chloride is stirred for 24 hours at ambient temperature in a round-bottom flask provided with a drying tube. The mixture is then poured in 8 liters of ice water. After 45 min stirring the precipitate is filtered, washed with one liter of 0.1N iced hydrochloric acid, one liter of iced 0.1N Na2CO3, then one liter of ice water. The solid is so... Starting materials: COC(=O)C1(CCC2(OCCO2)CC1)C1=NC=CC=N1 (8-pyrimidin-2-yl-1,4-dioxa-spiro[4,5]decane-8-carboxylic acid methyl ester), [H-].[H-].[H-].[H-].[Li+].[Al+3] (LAH). Run in C1CCOC1 (THF). Conditions: temperature -45 celsius, time 3 hour. The product is N1=C(N=CC=C1)C1(CCC2(OCCO2)CC1)CO ((8-pyrimidin-2-yl-1,4-dioxa-spiro[4,5]dec-8-yl)-methanol). Yield: 56.4%. RXN SMILES: C[O:2][C:3]([C:5]1([C:15]2[N:20]=[CH:19][CH:18]=[CH:17][N:16]=2)[CH2:14][CH2:13][C:8]2([O:12][CH2:11][CH2:10][O:9]2)[CH2:7][CH2:6]1)=O.[H-].[H-].[H-].[H-].[Li+].[Al+3]>C1COCC1>[N:16]1[CH:17]=[CH:18][CH:19]=[N:20][C:15]=1[C:5]1([CH2:3][OH:2])[CH2:14][CH2:13][C:8]2([O:12][CH2:11][CH2:10][O:9]2)[CH2:7][CH2:6]1 |f:1.2.3.4.5.6|. Reported procedure: To a solution of 8-pyrimidin-2-yl-1,4-dioxa-spiro[4,5]decane-8-carboxylic acid methyl ester (1.02 g, 3.67 mmol) in THF (15 mL) was added LAH (1.0 M in Et2O, 3.67 ml, 3.67 mmol) dropwisely at −45° C. for 10 min. After being stirred at −45° C. for 3 h, the reaction was quenched by adding H2O (150 μL), 15% aqueous NaOH (150 μL), and H2O (450 μL) successively and stirred at 25° C. for 1 h. The resulting inorganic gel was removed by filtration and the filter cake was rinsed with EtOAc. The combined f...